Dataset: the Open Reaction Database (ORD), a public repository of structured organic reaction records. Task: describe an organic reaction: reactants, conditions, products, and yield Reactants: CN(C1=CC=C(C2=CC=CC=C12)\C=C\C(CC(\C=C\C1=CC=C(C=C1)O)=O)=O)C ((1E,6E)-1-(4-dimethylaminonaphthalen-1-yl)-7-(4-hydroxyphenyl)hepta-1,6-diene-3,5-dione), CN(C1=CC=C(C=C1)\C=C\C(CC(\C=C\C1=CC(=C(C=C1)O)OC)=O)=O)C ((1E,6E)-1-(4-dimethylaminophenyl)-7-(4-hydroxy-3-methoxyphenyl)hepta-1,6-diene-3,5-dione). Yields the product CN(C1=CC=C(C2=CC=CC=C12)CCC(CC(CCC1=CC=C(C=C1)O)=O)=O)C (1-(4-dimethylaminonaphthalen-1-yl)-7-(4-hydroxyphenyl)heptane-3,5-dione), gum. Yield: 82.0%. RXN SMILES: [CH3:1][N:2]([CH3:29])[C:3]1[C:12]2[C:7](=[CH:8][CH:9]=[CH:10][CH:11]=2)[C:6](/[CH:13]=[CH:14]/[C:15](=[O:28])[CH2:16][C:17](=[O:27])/[CH:18]=[CH:19]/[C:20]2[CH:25]=[CH:24][C:23]([OH:26])=[CH:22][CH:21]=2)=[CH:5][CH:4]=1.CN(C)C1C=CC(/C=C/C(=O)CC(=O)/C=C/C2C=CC(O)=C(OC)C=2)=CC=1>>[CH3:29][N:2]([CH3:1])[C:3]1[C:12]2[C:7](=[CH:8][CH:9]=[CH:10][CH:11]=2)[C:6]([CH2:13][CH2:14][C:15](=[O:28])[CH2:16][C:17](=[O:27])[CH2:18][CH2:19][C:20]2[CH:25]=[CH:24][C:23]([OH:26])=[CH:22][CH:21]=2)=[CH:5][CH:4]=1. Procedure details: The title compound was synthesized using the same procedure employed for Example 372, but with (1E,6E)-1-(4-dimethylaminonaphthalen-1-yl)-7-(4-hydroxyphenyl)hepta-1,6-diene-3,5-dione (20 mg, 52 μmol, synthesized in Example 94) as the starting material instead of (1E,6E)-1-(4-dimethylaminophenyl)-7-(4-hydroxy-3-methoxyphenyl)hepta-1,6-diene-3,5-dione, and was purified by silica gel column chromatography eluting with hexane/ethyl acetate=90/10 to 80/20. The product was obtained as a gum (16.5 mg, ... Reactants: O=C1N(CCC1)CC(=O)OCC (ethyl 2-oxo-1-pyrrolidineacetate), C(C(C)C)N(CCN)CC(C)C (2-(diisobutylamino)ethylamine). The product is CC(CN(CCNC(CN1C(CCC1)=O)=O)CC(C)C)C (N-[2-[bis(2-methylpropyl)amino]ethyl]-2-oxo-1-pyrrolidineacetamide). As a reaction SMILES: [O:1]=[C:2]1[CH2:6][CH2:5][CH2:4][N:3]1[CH2:7][C:8]([O:10]CC)=O.[CH2:13]([N:17]([CH2:21][CH:22]([CH3:24])[CH3:23])[CH2:18][CH2:19][NH2:20])[CH:14]([CH3:16])[CH3:15]>>[CH3:15][CH:14]([CH3:16])[CH2:13][N:17]([CH2:21][CH:22]([CH3:24])[CH3:23])[CH2:18][CH2:19][NH:20][C:8](=[O:10])[CH2:7][N:3]1[CH2:4][CH2:5][CH2:6][C:2]1=[O:1]. Procedure: From 8.5 g. of ethyl 2-oxo-1-pyrrolidineacetate and 12.9 g. of 2-(diisobutylamino)ethylamine (British Pat. No. 614,164), following the procedure of Example 1, there is obtained N-[2-[bis(2-methylpropyl)amino]ethyl]-2-oxo-1-pyrrolidineacetamide; b.p. 155°-160° C./0.1 mm. Starting materials: O=C(O)c1cnc2cc(Br)cnc2c1O, CC(C)=O, c1ccc2ncccc2c1. Product: Oc1ccnc2cc(Br)cnc12. Reaction SMILES: [Br:1][c:2]1[cH:3][n:4][c:5]2[c:6]([OH:15])[c:7]([C:12]([OH:13])=[O:14])[cH:8][n:9][c:10]2[cH:11]1.[CH3:26][C:27](=[O:28])[CH3:29].[cH:16]1[cH:17][c:18]2[c:19]([n:20][cH:21][cH:22][cH:23]2)[cH:24][cH:25]1>>[Br:1][c:2]1[cH:3][n:4][c:5]2[c:6]([OH:15])[cH:7][cH:8][n:9][c:10]2[cH:11]1. Starting materials: CC(=O)OC(C)=O, CC1(C)Nc2ccccc2-c2c(N)cnn21, c1ccncc1. Product: CC(=O)Nc1cnn2c1-c1ccccc1NC2(C)C. Reaction SMILES: [CH3:17][C:18](=[O:19])[O:20][C:21](=[O:22])[CH3:23].[NH2:1][c:2]1[cH:3][n:4][n:5]2[c:14]1-[c:13]1[c:8]([cH:9][cH:10][cH:11][cH:12]1)[NH:7][C:6]2([CH3:15])[CH3:16].[cH:24]1[cH:25][cH:26][n:27][cH:28][cH:29]1>>[NH:1]([c:2]1[cH:3][n:4][n:5]2[c:14]1-[c:13]1[c:8]([cH:9][cH:10][cH:11][cH:12]1)[NH:7][C:6]2([CH3:15])[CH3:16])[C:18]([CH3:17])=[O:19].